This data is from the Open Reaction Database (ORD), a public repository of structured organic reaction records. The task is: describe an organic reaction: reactants, conditions, products, and yield The reactants are solution, Cl (hydrochloric acid), CN(C(=O)N1CCN(C2=CC=CC=C12)C(=O)N1CC(CC1)C=1C=NC=CC1)C (N,N-dimethyl-4-[(3-(pyridin-3-yl)pyrrolidin-1-yl)carbonyl]-3,4-dihydroquinoxaline-1(2H)-carboxamide). Run in CCOCC (ether), ClCCl (dichloromethane). The product is Cl.CN(C(=O)N1CCN(C2=CC=CC=C12)C(=O)N1CC(CC1)C=1C=NC=CC1)C (N,N-dimethyl-4-[(3-(pyridin-3-yl)pyrrolidin-1-yl)carbonyl]-3,4-dihydroquinoxaline-1(2H)-carboxamide hydrochloride). RXN SMILES: [CH3:1][N:2]([CH3:28])[C:3]([N:5]1[C:14]2[C:9](=[CH:10][CH:11]=[CH:12][CH:13]=2)[N:8]([C:15]([N:17]2[CH2:21][CH2:20][CH:19]([C:22]3[CH:23]=[N:24][CH:25]=[CH:26][CH:27]=3)[CH2:18]2)=[O:16])[CH2:7][CH2:6]1)=[O:4].[ClH:29]>ClCCl.CCOCC>[ClH:29].[CH3:1][N:2]([CH3:28])[C:3]([N:5]1[C:14]2[C:9](=[CH:10][CH:11]=[CH:12][CH:13]=2)[N:8]([C:15]([N:17]2[CH2:21][CH2:20][CH:19]([C:22]3[CH:23]=[N:24][CH:25]=[CH:26][CH:27]=3)[CH2:18]2)=[O:16])[CH2:7][CH2:6]1)=[O:4] |f:4.5|. Procedure details: 0.157 g of N,N-dimethyl-4-[(3-(pyridin-3-yl)pyrrolidin-1-yl)carbonyl]-3,4-dihydroquinoxaline-1(2H)-carboxamide, dissolved in 8.1 ml of dichloromethane, is introduced into a 10 ml round-bottomed flask. 4.08 ml of a 0.1N solution of hydrochloric acid in ether are subsequently added. Stirring is maintained for ten minutes. After evaporating, 0.156 g of N,N-dimethyl-4-[(3-(pyridin-3-yl)pyrrolidin-1-yl)carbonyl]-3,4-dihydroquinoxaline-1(2H)-carboxamide hydrochloride is obtained. Reported procedure: N-(4-Chlorobenzyl)-2-(chloromethyl)-7-methyl-4-oxo-4,7-dihydrothieno[2,3-b]pyridine-5-carboxamide (Preparation 1, 134 mg) and (S)-(3R)-morpholin-3-yl(phenyl)methanol hydrochloride (Preparation 9, 111 mg) in DMF (3 mL) is treated with diisopropylethylamine (0.5 mL). The mixture is heated at 90° C. overnight. After cooling to room temperature, the solution is poured into ethyl acetate (75 mL) and washed with dilute pH 4 phosphate buffer (10 mL), dilute pH 7 phosphate buffer (10 mL), and brine (10 ... Starting materials: C(C)(=O)OCC (ethyl acetate), ClC1=CC=C(CNC(=O)C=2C(C3=C(N(C2)C)SC(=C3)CCl)=O)C=C1 (N-(4-Chlorobenzyl)-2-(chloromethyl)-7-methyl-4-oxo-4,7-dihydrothieno[2,3-b]pyridine-5-carboxamide), Cl.N1[C@H](COCC1)[C@@H](O)C1=CC=CC=C1 ((S)-(3R)-morpholin-3-yl(phenyl)methanol hydrochloride), C(C)(C)N(CC)C(C)C (diisopropylethylamine). The yield is 68.7%. The product is ClC1=CC=C(CNC(=O)C=2C(C3=C(N(C2)C)SC(=C3)CN3[C@H](COCC3)[C@H](C3=CC=CC=C3)O)=O)C=C1 (N-(4-Chlorobenzyl)-2-(((3R)-3-((S)hydroxy(phenyl)methyl)morpholin-4-yl)-methyl)-7-methyl-4-oxo-4,7-dihydrothieno[2,3-b]pyridine-5-carboxamide). Reaction SMILES: [Cl:1][C:2]1[CH:24]=[CH:23][C:5]([CH2:6][NH:7][C:8]([C:10]2[C:11](=[O:22])[C:12]3[CH:19]=[C:18]([CH2:20]Cl)[S:17][C:13]=3[N:14]([CH3:16])[CH:15]=2)=[O:9])=[CH:4][CH:3]=1.Cl.[NH:26]1[CH2:31][CH2:30][O:29][CH2:28][C@@H:27]1[C@H:32]([C:34]1[CH:39]=[CH:38][CH:37]=[CH:36][CH:35]=1)[OH:33].C(N(C(C)C)CC)(C)C.C(OCC)(=O)C>CN(C=O)C>[Cl:1][C:2]1[CH:24]=[CH:23][C:5]([CH2:6][NH:7][C:8]([C:10]2[C:11](=[O:22])[C:12]3[CH:19]=[C:18]([CH2:20][N:26]4[CH2:31][CH2:30][O:29][CH2:28][C@@H:27]4[C@@H:32]([OH:33])[C:34]4[CH:39]=[CH:38][CH:37]=[CH:36][CH:35]=4)[S:17][C:13]=3[N:14]([CH3:16])[CH:15]=2)=[O:9])=[CH:4][CH:3]=1 |f:1.2|. Conditions: temperature 90 celsius. Solvent: CN(C)C=O (DMF). Starting materials: C(C)C1=CC(=C(C(=O)OC)C=C1B1OC(C(O1)(C)C)(C)C)O (methyl 4-ethyl-2-hydroxy-5-(4,4,5,5-tetramethyl-1,3,2-dioxaborolan-2-yl)benzoate), BrCC1=CC=C(C=C1)C1=NN(C=C1)C (3-(4-(bromomethyl)phenyl)-1-methyl-1H-pyrazole), C([O-])([O-])=O.[Na+].[Na+] (sodium carbonate), COCCOC (DME). The reagents and catalysts are C=1C=CC(=CC1)[P](C=2C=CC=CC2)(C=3C=CC=CC3)[Pd]([P](C=4C=CC=CC4)(C=5C=CC=CC5)C=6C=CC=CC6)([P](C=7C=CC=CC7)(C=8C=CC=CC8)C=9C=CC=CC9)[P](C=1C=CC=CC1)(C=1C=CC=CC1)C=1C=CC=CC1 (tetrakis(triphenylphosphine)palladium(0)). The solvent is O (water), C(C)(=O)OCC (ethyl acetate). Run at temperature 90 celsius, time 8 hour. The product is C(C)C1=CC(=C(C(=O)OC)C=C1CC1=CC=C(C=C1)C1=NN(C=C1)C)O (methyl 4-ethyl-2-hydroxy-5-(4-(1-methyl-1H-pyrazol-3-yl)benzyl)benzoate). The yield is 55.4%. RXN SMILES: [CH2:1]([C:3]1[C:12](B2OC(C)(C)C(C)(C)O2)=[CH:11][C:6]([C:7]([O:9][CH3:10])=[O:8])=[C:5]([OH:22])[CH:4]=1)[CH3:2].Br[CH2:24][C:25]1[CH:30]=[CH:29][C:28]([C:31]2[CH:35]=[CH:34][N:33]([CH3:36])[N:32]=2)=[CH:27][CH:26]=1.C(=O)([O-])[O-].[Na+].[Na+].COCCOC>C(OCC)(=O)C.C1C=CC([P]([Pd]([P](C2C=CC=CC=2)(C2C=CC=CC=2)C2C=CC=CC=2)([P](C2C=CC=CC=2)(C2C=CC=CC=2)C2C=CC=CC=2)[P](C2C=CC=CC=2)(C2C=CC=CC=2)C2C=CC=CC=2)(C2C=CC=CC=2)C2C=CC=CC=2)=CC=1.O>[CH2:1]([C:3]1[C:12]([CH2:24][C:25]2[CH:26]=[CH:27][C:28]([C:31]3[CH:35]=[CH:34][N:33]([CH3:36])[N:32]=3)=[CH:29][CH:30]=2)=[CH:11][C:6]([C:7]([O:9][CH3:10])=[O:8])=[C:5]([OH:22])[CH:4]=1)[CH3:2] |f:2.3.4,^1:58,60,79,98|. Procedure details: A mixture of methyl 4-ethyl-2-hydroxy-5-(4,4,5,5-tetramethyl-1,3,2-dioxaborolan-2-yl)benzoate (0.41 g), 3-(4-(bromomethyl)phenyl)-1-methyl-1H-pyrazole (0.44 g), sodium carbonate (0.28 g), tetrakis(triphenylphosphine)palladium(0) (0.15 g), DME (15.0 mL) and water (5.0 mL) was stirred overnight at 90° C. under argon atmosphere. The reaction mixture was diluted with ethyl acetate, and the mixture was washed with saturated brine. The organic layer was dried over anhydrous sodium sulfate, and the sol... The reactants are FC1=CC=C2C=CN(C2=C1)CCCNC[C@H]1COC=2C(=C3C=CC(=NC3=CC2)C)O1 ([3-(6-fluoro-indol-1-yl)-propyl]-[(2S)-8-methyl-2,3-dihydro-[1,4]dioxino[2,3-f]quinolin-2-ylmethyl]-amine), C(#N)[BH3-].[Na+] (sodium cyanoborohydride), Cl (HCl). Run in C(C)(=O)OCC (ethyl acetate), C=O (formaldehyde), C(C)(=O)O (acetic acid), CO (methanol), CCOCC (ether). Run at time 8 hour. Product: FC1=CC=C2C=CN(C2=C1)CCCN(CC1COC=2C(=C3C=CC(=NC3=CC2)C)O1)C ([3-(6-Fluoro-indol-1-yl)-propyl]-methyl-(8-methyl-2,3-dihydro-[1,4]dioxino[2,3-f]quinolin-2-ylmethyl)-amine), Cl (hydrochloride). Reaction SMILES: [F:1][C:2]1[CH:10]=[C:9]2[C:5]([CH:6]=[CH:7][N:8]2[CH2:11][CH2:12][CH2:13][NH:14][CH2:15][C@@H:16]2[O:30][C:20]3=[C:21]4[C:26](=[CH:27][CH:28]=[C:19]3[O:18][CH2:17]2)[N:25]=[C:24]([CH3:29])[CH:23]=[CH:22]4)=[CH:4][CH:3]=1.[C:31]([BH3-])#N.[Na+].[ClH:35]>C=O.C(O)(=O)C.CO.C(OCC)(=O)C.CCOCC>[F:1][C:2]1[CH:10]=[C:9]2[C:5]([CH:6]=[CH:7][N:8]2[CH2:11][CH2:12][CH2:13][N:14]([CH3:31])[CH2:15][CH:16]2[O:30][C:20]3=[C:21]4[C:26](=[CH:27][CH:28]=[C:19]3[O:18][CH2:17]2)[N:25]=[C:24]([CH3:29])[CH:23]=[CH:22]4)=[CH:4][CH:3]=1.[ClH:35] |f:1.2|. Reported procedure: A solution of [3-(6-fluoro-indol-1-yl)-propyl]-[(2S)-8-methyl-2,3-dihydro-[1,4]dioxino[2,3-f]quinolin-2-ylmethyl]-amine (0.53 g, 1.3 mmol) in 1.05 mL of formaldehyde, 0.11 mL of acetic acid and 20 mL of methanol was added to 95% sodium cyanoborohydride (0.13 g, 1.9 mmole). The mixture was allowed to stir at room temperature under nitrogen overnight. The mixture was partitioned between 400 mL each of methylene chloride and water. The organic portion was washed with saturated brine, dried over mag...